This data is from the Open Reaction Database (ORD), a public repository of structured organic reaction records. The task is: describe an organic reaction: reactants, conditions, products, and yield Starting materials: ClC1=CC=C(CNC(=O)C2=CN(C3=CC=C(C=C3C2=O)C#CCO)C2CC2)C=C1 (N-(4-chlorobenzyl)-1-cyclopropyl-6-(3-hydroxy-1-propynyl)-4-oxo-1,4-dihydro-3-quinolinecarboxamide), CO (methanol), oxide. The solvent is C1CCOC1 (THF). Run at time 1 hour. Product: ClC1=CC=C(CNC(=O)C2=CN(C3=CC=C(C=C3C2=O)CCCO)C2CC2)C=C1 (N-(4-Chlorobenzyl)-1-cyclopropyl-6-(3-hydroxypropyl)-4-oxo-1,4-dihydro-3-quinolinecarboxamide). Isolated yield 75.7%. Reaction SMILES: [Cl:1][C:2]1[CH:29]=[CH:28][C:5]([CH2:6][NH:7][C:8]([C:10]2[C:19](=[O:20])[C:18]3[C:13](=[CH:14][CH:15]=[C:16]([C:21]#[C:22][CH2:23][OH:24])[CH:17]=3)[N:12]([CH:25]3[CH2:27][CH2:26]3)[CH:11]=2)=[O:9])=[CH:4][CH:3]=1.CO>C1COCC1>[Cl:1][C:2]1[CH:29]=[CH:28][C:5]([CH2:6][NH:7][C:8]([C:10]2[C:19](=[O:20])[C:18]3[C:13](=[CH:14][CH:15]=[C:16]([CH2:21][CH2:22][CH2:23][OH:24])[CH:17]=3)[N:12]([CH:25]3[CH2:27][CH2:26]3)[CH:11]=2)=[O:9])=[CH:4][CH:3]=1. Reported procedure: To a solution of N-(4-chlorobenzyl)-1-cyclopropyl-6-(3-hydroxy-1-propynyl)-4-oxo-1,4-dihydro-3-quinolinecarboxamide (0.17 g) from Example No. 25 in THF (3 mL) and methanol (3 mL) is added platinuim oxide (0.01 g). The mixture is placed under an atmosphere of hydrogen gas. After 1 hour, the mixture is filtered through Celite with THF:methanol washes. The filtrate is concentrated under reduced pressure. The residue is adsorbed onto silica and chromatographed on silica eluting with 2% to 4% methano... Reactants: ClC(=O)[O-] (chloroformate), N1=CC=CC=C1 (pyridine), NC=1SC2=C(N1)C(=CC=C2)OC (2-Amino-4-methoxybenzothiazol), N1=CC=CC=C1 (pyridine), ClC(=O)[O-] (chloroformate), Cl (hydrochloric acid). Solvent: ClCCl (dichloromethane). Conditions: time 10 minute. Yields the product COC1=CC=CC2=C1N=C(S2)NC(O)=O ((4-Methoxy-benzothiazol-2-yl)-carbamic acid). Reaction SMILES: [NH2:1][C:2]1[S:3][C:4]2[CH:10]=[CH:9][CH:8]=[C:7]([O:11][CH3:12])[C:5]=2[N:6]=1.N1C=CC=CC=1.Cl[C:20]([O-:22])=[O:21].Cl>ClCCl>[CH3:12][O:11][C:7]1[C:5]2[N:6]=[C:2]([NH:1][C:20](=[O:21])[OH:22])[S:3][C:4]=2[CH:10]=[CH:9][CH:8]=1. Procedure details: 2-Amino-4-methoxybenzothiazol (23.6 g, 131 mmol) and pyridine (12.6 ml, 157 mmol) in dichloromethane (230 ml) are slowly treated with methyll chloroformate (10.6 ml, 137 mmol) at 0° C. After 10 minutes, further methyll chloroformate (1.0 ml, 13 mmol) and pyridine (1.0 ml, 12 mmol) are added. After 10 minutes, the mixture is poured into 200 ml 1M aqueous hydrochloric acid, the organic layer is separated, diluted with dichloromethane (250 ml) and washed with brine (50 ml). The organic phase is dri... The product is COC(=O)CNc1nc(-c2ccc(F)cc2C)c2ccc(=O)n(-c3c(F)cccc3F)c2n1. The reactants are CN1CCCC1=O, CCOC(C)=O, CCOCC, Cl, Cc1cc(F)ccc1-c1nc(S(C)(=O)=O)nc2c1ccc(=O)n2-c1c(F)cccc1F, [K+], [K+], COC(=O)CN, O=C([O-])[O-]. As a reaction SMILES: [CH3:45][N:46]1[CH2:47][CH2:48][CH2:49][C:50]1=[O:51].[CH3:52][CH2:53][O:54][C:55]([CH3:56])=[O:57].[CH3:58][CH2:59][O:60][CH2:61][CH3:62].[ClH:32].[F:1][c:2]1[c:3](-[n:9]2[c:10](=[O:31])[cH:11][cH:12][c:13]3[c:14]2[n:15][c:16]([S:27]([CH3:28])(=[O:29])=[O:30])[n:17][c:18]3-[c:19]2[c:20]([CH3:26])[cH:21][c:22]([F:25])[cH:23][cH:24]2)[c:4]([F:8])[cH:5][cH:6][cH:7]1.[K+:39].[K+:40].[NH2:33][CH2:34][C:35](=[O:36])[O:37][CH3:38].[O-:41][C:42]([O-:43])=[O:44]>>[F:1][c:2]1[c:3](-[n:9]2[c:10](=[O:31])[cH:11][cH:12][c:13]3[c:14]2[n:15][c:16]([NH:33][CH2:34][C:35](=[O:36])[O:37][CH3:38])[n:17][c:18]3-[c:19]2[c:20]([CH3:26])[cH:21][c:22]([F:25])[cH:23][cH:24]2)[c:4]([F:8])[cH:5][cH:6][cH:7]1. Starting materials: O1C2=C(C=CC=3C[C@@H]4[C@@H]5C=C[C@@H]([C@H]1[C@@]5(C23)CCN4C)O)OCOC (4,5α-Epoxy-3-methoxymethoxy-17-methyl-morphinan-7-en-6α-ol), COC1=CC=C(C=C1)CCCC(=O)O (4-(4-methoxyphenyl)-butyric acid), C1(CCCCC1)N=C=NC1CCCCC1 (N,N'-dicyclohexylcarbodiimide). Reagents/catalysts: CN(C1=CC=NC=C1)C (4-dimethylaminopyridine). Solvent: C(Cl)Cl (CH2Cl2). Conditions: temperature 25 celsius, time 14 hour. Yields the product O1C2=C(C=CC=3C[C@@H]4[C@@H]5C=C[C@@H]([C@H]1[C@@]5(C23)CCN4C)OC(CCCC4=CC=C(C=C4)OC)=O)OCOC (4,5α-epoxy-3-methoxymethoxy-6α-(4-(4-methoxyphenyl)-butyryloxy)-17-methyl-morphinan-7-ene). Yield: 91.7%. Reaction SMILES: [O:1]1[C@@H:13]2[C@@:14]34[CH2:16][CH2:17][N:18]([CH3:19])[C@@H:8]([C@@H:9]3[CH:10]=[CH:11][C@@H:12]2[OH:20])[CH2:7][C:6]2=[C:15]4[C:2]1=[C:3]([O:21][CH2:22][O:23][CH3:24])[CH:4]=[CH:5]2.[CH3:25][O:26][C:27]1[CH:32]=[CH:31][C:30]([CH2:33][CH2:34][CH2:35][C:36](O)=[O:37])=[CH:29][CH:28]=1.C1(N=C=NC2CCCCC2)CCCCC1>C(Cl)Cl.CN(C)C1C=CN=CC=1>[O:1]1[C@@H:13]2[C@@:14]34[CH2:16][CH2:17][N:18]([CH3:19])[C@@H:8]([C@@H:9]3[CH:10]=[CH:11][C@@H:12]2[O:20][C:36](=[O:37])[CH2:35][CH2:34][CH2:33][C:30]2[CH:29]=[CH:28][C:27]([O:26][CH3:25])=[CH:32][CH:31]=2)[CH2:7][C:6]2=[C:15]4[C:2]1=[C:3]([O:21][CH2:22][O:23][CH3:24])[CH:4]=[CH:5]2. Reported procedure: 4,5α-Epoxy-3-methoxymethoxy-17-methyl-morphinan-7-en-6α-ol (2.64 g, 8 mmol) and 4-(4-methoxyphenyl)-butyric acid (1.55 g, 8 mmol) are dissolved in CH2Cl2 (30 ml) at 25° C. Then N,N'-dicyclohexylcarbodiimide (1.65 g, 8 mmol) and 4-dimethylaminopyridine (0.97 g, 8 mmol) are added to the stirred solution. After the solution has been stirred for a further 14 hours at 25° C. the precipitate is filtered oft and washed with CH2Cl2 (20 ml). The combined organic phase is washed with water (2×10 ml), drie...